Dataset: the Open Reaction Database (ORD), a public repository of structured organic reaction records. Task: describe an organic reaction: reactants, conditions, products, and yield Starting materials: C(C)(C)C1=C(C=C(C=2N=C(SC21)N)C)SC#N (7-isopropyl-4-methyl-6-thiocyanato-benzothiazol-2-yl-amine), SC[C@@H](O)[C@H](O)CS (dithiothreitol), P(=O)([O-])([O-])[O-] (phosphate). Run in CCO (EtOH). The product is NC=1SC2=C(N1)C(=CC(=C2C(C)C)S)C (2-Amino-7-isopropyl-4-methyl-benzothiazole-6-thiol). As a reaction SMILES: [CH:1]([C:4]1[C:12]2[S:11][C:10]([NH2:13])=[N:9][C:8]=2[C:7]([CH3:14])=[CH:6][C:5]=1[S:15]C#N)([CH3:3])[CH3:2].SC[C@H]([C@@H](CS)O)O.P([O-])([O-])([O-])=O>CCO>[NH2:13][C:10]1[S:11][C:12]2[C:4]([CH:1]([CH3:2])[CH3:3])=[C:5]([SH:15])[CH:6]=[C:7]([CH3:14])[C:8]=2[N:9]=1. Reported procedure: The title compound was prepared according to General Method 14 using 7-isopropyl-4-methyl-6-thiocyanato-benzothiazol-2-yl-amine (Example L-5; 11.5 g, 43.7 mmol), dithiothreitol (27.0 g, 175 mmol), EtOH (200 mL), and phosphate buffer (50 mL). MS (APCI): 239 (M+H). Starting materials: CC1=C(N=CN1)C=O (5-methylimidazole-4-carboxaldehyde), BrCC(=O)OCC (ethyl bromacetate), solution, [H-].[Na+] (sodium hydride). Solvent: pet ether, C1CCOC1 (THF). Run at temperature 0 celsius, time 2 hour. The product is C(=O)C=1N=CN(C1C)CC(=O)OCC (ethyl 4-formyl-5-methylimidazol-1-ylacetate). Isolated yield 99.3%. As a reaction SMILES: [H-].[Na+].[CH3:3][C:4]1[NH:8][CH:7]=[N:6][C:5]=1[CH:9]=[O:10].Br[CH2:12][C:13]([O:15][CH2:16][CH3:17])=[O:14]>C1COCC1>[CH:9]([C:5]1[N:6]=[CH:7][N:8]([CH2:12][C:13]([O:15][CH2:16][CH3:17])=[O:14])[C:4]=1[CH3:3])=[O:10] |f:0.1|. Procedure: A 30% solution of sodium hydride (1.2 g, 32.6 mmol) was washed with pet ether (3×15 mL) and then slurried in THF (30 mL) under nitrogen. The slurry was cooled to 0° C. and 5-methylimidazole-4-carboxaldehyde (3 g, 27.2 mmol) was added in two portions. The mixture was stirred at ambient temperature for 2 hours, cooled to 0° C. and ethyl bromacetate (4.5 mL, 38.1 mmol) was added dropwise. The mixture was stirred at ambient temperature for 40 minutes and partitioned between ethyl acetate and water. ...